This data is from the Open Reaction Database (ORD), a public repository of structured organic reaction records. The task is: describe an organic reaction: reactants, conditions, products, and yield The reactants are C[O-].[Na+] (Sodium methoxide), C(C)(=O)OC1=C2C=C(N(C2=CC=C1OC)CC1=CC(=C(C=C1)Cl)Cl)C(=O)OC (methyl 4-acetoxy-N-(3,4-dichlorobenzyl)-5-methoxyindole-2-carboxylate). Solvent: CO (methanol). Conditions: time 2 hour. Product: ClC=1C=C(CN2C(=CC3=C(C(=CC=C23)OC)O)C(=O)OC)C=CC1Cl (Methyl N-(3,4-Dichlorobenzyl)-4-hydroxy-5-methoxyindole-2-carboxylate). Yield: 87.8%. Reaction SMILES: C[O-].[Na+].C([O:7][C:8]1[C:16]([O:17][CH3:18])=[CH:15][CH:14]=[C:13]2[C:9]=1[CH:10]=[C:11]([C:28]([O:30][CH3:31])=[O:29])[N:12]2[CH2:19][C:20]1[CH:25]=[CH:24][C:23]([Cl:26])=[C:22]([Cl:27])[CH:21]=1)(=O)C>CO>[Cl:27][C:22]1[CH:21]=[C:20]([CH:25]=[CH:24][C:23]=1[Cl:26])[CH2:19][N:12]1[C:13]2[C:9](=[C:8]([OH:7])[C:16]([O:17][CH3:18])=[CH:15][CH:14]=2)[CH:10]=[C:11]1[C:28]([O:30][CH3:31])=[O:29] |f:0.1|. Reported procedure: Sodium methoxide (0.27 g) was added to a stirred solution of methyl 4-acetoxy-N-(3,4-dichlorobenzyl)-5-methoxyindole-2-carboxylate (1.05 g) in methanol (15 ml) under an atmosphere of argon. The reaction was stirred at room temperature for 2 hours, then concentrated in vacuo and the residue partitioned between ethyl acetate and water. Combined organic extracts were washed with water, saturated aqueous sodium chloride solution and dried (MgSO4). The solvent was removed in vacuo and the residue pur...